This data is from the Open Reaction Database (ORD), a public repository of structured organic reaction records. The task is: describe an organic reaction: reactants, conditions, products, and yield Conditions: temperature 0 celsius, time 20 minute. RXN SMILES: [CH2:1]1[CH2:5][O:4][CH2:3][CH2:2]1.[Si]([O:13][C:14]1C=CC(C#N)=[C:16]([F:22])[CH:15]=1)(C(C)(C)C)(C)C.[CH:23]([Mg]Br)([CH3:25])[CH3:24].C1COCC1.Cl>[Cu](Br)Br.O>[F:22][C:16]1[CH:15]=[C:14]([OH:13])[CH:3]=[CH:2][C:1]=1[C:5](=[O:4])[CH:23]([CH3:25])[CH3:24] |f:2.3|. Procedure: Under an argon atmosphere, dehydrated THF (5 mL; Manufactured by Kanto Chemical Co., Inc.) was added to 4-(tert-butyldimethylsilyloxy)-2-fluorobenzonitrile (14.02 g) that can be produced by the method described in Reference Example 1 or the like, and the mixture was cooled to 0° C. Subsequently, a 0.78 mol/L isopropylmagnesium bromide-THF solution (89 mL; manufactured by Kanto Chemical Co., Inc.) was added dropwise thereto. After completion of the dropwise addition, the reaction solution was sti... Starting materials: Cl (hydrochloric acid), Cl (hydrochloric acid), C1CCOC1 (THF), [Si](C)(C)(C(C)(C)C)OC1=CC(=C(C#N)C=C1)F (4-(tert-butyldimethylsilyloxy)-2-fluorobenzonitrile), C(C)(C)[Mg]Br.C1CCOC1 (isopropylmagnesium bromide THF). Product: FC1=C(C=CC(=C1)O)C(C(C)C)=O (1-(2-Fluoro-4-hydroxyphenyl)-2-methylpropan-1-one). The solvent is O (water). The reagents and catalysts are [Cu](Br)Br (copper bromide). The reactants are NO (hydroxylamine), COC1=CC=C(CCN(CCC(=O)OCC)S(=O)(=O)C2=CC=C(C=C2)OC)C=C1 (ethyl 3-[(4-methoxyphenethyl)-(4-methoxybenzenesulfonyl)-amino]-propionate), Cl (HCl). Solvent: C(C)OCC (diethyl ether). Reaction conditions: time 8 hour. The product is ONC(CCN(S(=O)(=O)C1=CC=C(C=C1)OC)CCC1=CC=C(C=C1)OC)=O (N-Hydroxy-3-[(4-methoxyphenethyl)-(4-methoxybenzenesulfonyl)-amino]-propionamide). The yield is 71.3%. Reaction SMILES: [NH2:1][OH:2].[CH3:3][O:4][C:5]1[CH:31]=[CH:30][C:8]([CH2:9][CH2:10][N:11]([S:19]([C:22]2[CH:27]=[CH:26][C:25]([O:28][CH3:29])=[CH:24][CH:23]=2)(=[O:21])=[O:20])[CH2:12][CH2:13][C:14](OCC)=[O:15])=[CH:7][CH:6]=1.Cl>C(OCC)C>[OH:2][NH:1][C:14](=[O:15])[CH2:13][CH2:12][N:11]([CH2:10][CH2:9][C:8]1[CH:30]=[CH:31][C:5]([O:4][CH3:3])=[CH:6][CH:7]=1)[S:19]([C:22]1[CH:27]=[CH:26][C:25]([O:28][CH3:29])=[CH:24][CH:23]=1)(=[O:21])=[O:20]. Procedure: Freshly prepared hydroxylamine reagent (6 mL; 6 mmol) was added to ethyl 3-[(4-methoxyphenethyl)-(4-methoxybenzenesulfonyl)-amino]-propionate (587 mg; 1.40 mmol) and the resulting mixture stirred overnight at room temperature. The mixture was poured into 1 N HCl (40 mL) and extracted with CH2Cl2 (2×40 mL). The combined extracts were washed with saturated aqueous NaCl (40 mL), dried over MgSO4, and evaporated under reduced pressure to give crude product. Trituration with diethyl ether afforded 40... The reactants are CO, Cl, [Na+], [OH-], COC(=O)CCCc1ccncc1. The product is O=C(O)CCCc1ccncc1. As a reaction SMILES: [CH3:17][OH:18].[ClH:16].[Na+:15].[OH-:14].[n:1]1[cH:2][cH:3][c:4]([CH2:7][CH2:8][CH2:9][C:10](=[O:11])[O:12][CH3:13])[cH:5][cH:6]1>>[n:1]1[cH:2][cH:3][c:4]([CH2:7][CH2:8][CH2:9][C:10](=[O:11])[OH:12])[cH:5][cH:6]1. Starting materials: [F-].[Cs+] (cesium fluoride), ClC(COC(C(=O)Cl)=O)=C (2-Chloroallyl oxalochloride). Reaction conditions: time 16 hour. Yields the product ClC(COC(C(=O)F)=O)=C (2-Chloroallyl Oxalofluoride). Isolated yield 77.5%. As a reaction SMILES: [F-:1].[Cs+].[Cl:3][C:4](=[CH2:12])[CH2:5][O:6][C:7](=[O:11])[C:8](Cl)=[O:9]>>[Cl:3][C:4](=[CH2:12])[CH2:5][O:6][C:7](=[O:11])[C:8]([F:1])=[O:9] |f:0.1|. Reported procedure: Under dry N2 in flame dried glass apparatus, cesium fluoride (167 g, 1.1 mol) was placed in a 1 liter single neck flask and placed under high vacuum and gently heated with a flame until the solid became free flowing, then cooled to room temperature. Acetonitrile, distilled from CaH2 (183 ml) was added and the mixture cooled to -20° C. internal temperature. 2-Chloroallyl oxalochloride (183 g, 1.0 mol) was added dropwise over a 30 minute period and the mixture slowly warmed to room temperature, st... Starting materials: C1CCOC1, O=C1CSCN1CCCCN1CCN(c2ccc(F)cc2)CC1, O. The product is O=C1CS(=O)CN1CCCCN1CCN(c2ccc(F)cc2)CC1. As a reaction SMILES: [CH2:25]1[O:26][CH2:27][CH2:28][CH2:29]1.[F:2][c:3]1[cH:4][cH:5][c:6]([N:9]2[CH2:10][CH2:11][N:12]([CH2:15][CH2:16][CH2:17][CH2:18][N:19]3[CH2:20][S:21][CH2:22][C:23]3=[O:24])[CH2:13][CH2:14]2)[cH:7][cH:8]1.[OH2:1]>>[O:1]=[S:21]1[CH2:20][N:19]([CH2:18][CH2:17][CH2:16][CH2:15][N:12]2[CH2:11][CH2:10][N:9]([c:6]3[cH:5][cH:4][c:3]([F:2])[cH:8][cH:7]3)[CH2:14][CH2:13]2)[C:23](=[O:24])[CH2:22]1. Reactants: C[Si](OC1(C=CC(C1)=O)CCCCOC1=CC=CC=C1)(C)C (4-trimethylsilyloxy-4-(4-phenoxybutyl)-2-cyclopentenone), [OH-].[Na+] (sodium hydroxide), [Cl-].[NH4+] (ammonium chloride), OO (hydrogen peroxide). Reaction SMILES: [CH3:1][Si:2]([CH3:22])([CH3:21])[O:3][C:4]1([CH2:10][CH2:11][CH2:12][CH2:13][O:14][C:15]2[CH:20]=[CH:19][CH:18]=[CH:17][CH:16]=2)[CH2:8][C:7](=[O:9])[CH:6]=[CH:5]1.[OH:23]O.[OH-:25].[Na+].[Cl-].[NH4+]>CO>[O:23]1[CH:5]2[CH:6]1[C:7](=[O:9])[CH2:8][C:4]2([O:3][Si:2]([CH3:1])([CH3:21])[CH3:22])[CH2:10][CH2:11][CH2:12][CH2:13][O:14][C:15]1[CH:20]=[CH:19][CH:18]=[CH:17][CH:16]=1.[O:25]1[CH:5]2[CH:6]1[C:7](=[O:9])[CH2:8][C:4]2([OH:3])[CH2:10][CH2:11][CH2:12][CH2:13][O:14][C:15]1[CH:20]=[CH:19][CH:18]=[CH:17][CH:16]=1 |f:2.3,4.5|. Run in CO (methanol). Yields the product O1C2C(CC(C21)(CCCCOC2=CC=CC=C2)O[Si](C)(C)C)=O (2,3-epoxy-4-trimethylsilyloxy-4-(4-phenoxybutyl)cyclopentanone), O1C2C(CC(C21)(CCCCOC2=CC=CC=C2)O)=O (2,3-epoxy-4-hydroxy-4-(4-phenoxybutyl)cyclopentanone). Procedure: To a solution of 2.49 g of 4-trimethylsilyloxy-4-(4-phenoxybutyl)-2-cyclopentenone dissolved in 50 ml of methanol was added 3.9 ml of an aqueous 30% hydrogen peroxide under ice-cooling and stirring. An amount of 390 μl of 1N aqueous sodium hydroxide was added, and the mixture was stirred for 2 hours. Then saturated aqueous ammonium chloride was added, and the mixture was extracted with ethyl acetate. The organic layer was washed with saturated aqueous sodium chloride and dried over anhydrous mag... The yield is 53.0%.